This data is from the Open Reaction Database (ORD), a public repository of structured organic reaction records. The task is: describe an organic reaction: reactants, conditions, products, and yield The reactants are FC=1C=NC=CC1C(=O)NC1=NN(C=C1)CC1=C(C=C(C=C1)I)C(F)(F)F (3-fluoro-N-(1-{[4-iodo-2-(trifluoromethyl)phenyl]methyl}-1H-pyrazol-3-yl)-4-pyridinecarboxamide), [O-]P(=O)([O-])[O-].[K+].[K+].[K+] (potassium phosphate tribasic), C1(CCCCC1)P(C1CCCCC1)C1CCCCC1 (tricyclohexyl phosphine), C1(CC1)B(O)O (cyclopropyl boronic acid). The reagents and catalysts are C(C)(=O)[O-].[Pd+2].C(C)(=O)[O-] (palladium (II) acetate). Run in C1(=CC=CC=C1)C (toluene), O (water). Reaction conditions: temperature 100 celsius, time 8 hour. The product is C1(CC1)C1=CC(=C(C=C1)CN1N=C(C=C1)NC(=O)C1=C(C=NC=C1)F)C(F)(F)F (N-(1-{[4-cyclopropyl-2-(trifluoromethyl)phenyl]methyl}-1H-pyrazol-3-yl)-3-fluoro-4-pyridinecarboxamide). As a reaction SMILES: [F:1][C:2]1[CH:3]=[N:4][CH:5]=[CH:6][C:7]=1[C:8]([NH:10][C:11]1[CH:15]=[CH:14][N:13]([CH2:16][C:17]2[CH:22]=[CH:21][C:20](I)=[CH:19][C:18]=2[C:24]([F:27])([F:26])[F:25])[N:12]=1)=[O:9].[O-]P([O-])([O-])=O.[K+].[K+].[K+].C1(P([CH:49]2[CH2:54][CH2:53]CCC2)C2CCCCC2)CCCCC1.C1(B(O)O)CC1>C1(C)C=CC=CC=1.C([O-])(=O)C.[Pd+2].C([O-])(=O)C.O>[CH:53]1([C:20]2[CH:21]=[CH:22][C:17]([CH2:16][N:13]3[CH:14]=[CH:15][C:11]([NH:10][C:8]([C:7]4[CH:6]=[CH:5][N:4]=[CH:3][C:2]=4[F:1])=[O:9])=[N:12]3)=[C:18]([C:24]([F:27])([F:26])[F:25])[CH:19]=2)[CH2:54][CH2:49]1 |f:1.2.3.4,8.9.10|. Procedure details: To a solution of 3-fluoro-N-(1-{[4-iodo-2-(trifluoromethyl)phenyl]methyl}-1H-pyrazol-3-yl)-4-pyridinecarboxamide (for a preparation see Example 88)(40 mg, 0.082 mmol) in toluene (2 ml) was added potassium phosphate tribasic (52 mg, 0.245 mmol, Aldrich), tricyclohexyl phosphine (7 mg, 0.025 mmol, Aldrich), cyclopropyl boronic acid (21 mg, 0.244 mmol, Fluorochem), water (0.1 ml) and then palladium (II) acetate (6 mg, 0.027 mmol. ABCR). The resulting slight suspension was heated to 100° C. and stir...